Dataset: the Open Reaction Database (ORD), a public repository of structured organic reaction records. Task: describe an organic reaction: reactants, conditions, products, and yield Procedure: To a solution of 2-cyano-10-oxo-dibenzo[b,f]thiepine (0.10 g, 0.40 mmol) in dry toluene (10.00 mL), was added methyl piperazine (0.21 mL, 1.80 mol) followed by the dropwise addition of TiCl4 (1 M in toluene, 1.60 mL, 1.6 mol) via syringe. The mixture was stirred at room temperature for 30 min then refluxed for 5 h. The reaction mixture was cooled, dumped into conc NH4OH and extracted with CHCl3. The combined organic phases were dried (MgSO4) and concentrated in vacuo to dryness. The crude materi... Reactants: C(#N)C1=CC2=C(SC3=C(C(C2)=O)C=CC=C3)C=C1 (2-cyano-10-oxo-dibenzo[b,f]thiepine), CN1CCNCC1 (methyl piperazine), [NH4+].[OH-] (NH4OH). Conditions: time 30 minute. The product is C(#N)C1=CC2=C(SC3=C(C(=C2)N2CCN(CC2)C)C=CC=C3)C=C1 (2-cyano-10-(4-methyl-piperazinyl)-dibenzo [b,f]thiepine). Run in C1(=CC=CC=C1)C (toluene). Reaction SMILES: [C:1]([C:3]1[CH:18]=[CH:17][C:6]2[S:7][C:8]3[CH:16]=[CH:15][CH:14]=[CH:13][C:9]=3[C:10](=O)[CH2:11][C:5]=2[CH:4]=1)#[N:2].[CH3:19][N:20]1[CH2:25][CH2:24][NH:23][CH2:22][CH2:21]1.[NH4+].[OH-]>C1(C)C=CC=CC=1.Cl[Ti](Cl)(Cl)Cl>[C:1]([C:3]1[CH:18]=[CH:17][C:6]2[S:7][C:8]3[CH:16]=[CH:15][CH:14]=[CH:13][C:9]=3[C:10]([N:23]3[CH2:24][CH2:25][N:20]([CH3:19])[CH2:21][CH2:22]3)=[CH:11][C:5]=2[CH:4]=1)#[N:2] |f:2.3|. The reagents and catalysts are Cl[Ti](Cl)(Cl)Cl (TiCl4). Starting materials: CC(=O)NCc1cc2cc(C)c3[nH]c(=O)ccc3c2o1, CO, [K+], [OH-], O. Product: Cc1cc2cc(CN)oc2c2ccc(=O)[nH]c12. Reaction SMILES: [C:1](=[O:2])([CH3:3])[NH:4][CH2:5][c:6]1[cH:7][c:8]2[c:9]([c:10]3[cH:11][cH:12][c:13](=[O:19])[nH:14][c:15]3[c:16]([CH3:18])[cH:17]2)[o:20]1.[CH3:23][OH:24].[K+:22].[OH-:21].[OH2:25]>>[NH2:4][CH2:5][c:6]1[cH:7][c:8]2[c:9]([c:10]3[cH:11][cH:12][c:13](=[O:19])[nH:14][c:15]3[c:16]([CH3:18])[cH:17]2)[o:20]1. The reactants are Cl.NO (hydroxylamine hydrochloride), C([O-])([O-])=O.[K+].[K+] (potassium carbonate), NC1=CC=CC(=N1)CO\N=C(/C#N)\C1=CC=CC=C1 ((2Z)-{[(6-aminopyridin-2-yl)methoxy]imino}(phenyl)acetonitrile). Run in CC(C)O.O (iPrOH H2O). Run at temperature 80 celsius. The product is NC1=CC=CC(=N1)CON=C(/C(/N)=N/O)C1=CC=CC=C1 ((Z)-2-{[(6-aminopyridin-2-yl)methoxy]imino}-N′-hydroxy-2-phenylethanimidamide). The yield is 110.6%. As a reaction SMILES: [NH2:1][C:2]1[N:7]=[C:6]([CH2:8][O:9]/[N:10]=[C:11](/[C:14]2[CH:19]=[CH:18][CH:17]=[CH:16][CH:15]=2)\[C:12]#[N:13])[CH:5]=[CH:4][CH:3]=1.Cl.[NH2:21][OH:22].C(=O)([O-])[O-].[K+].[K+]>CC(O)C.O>[NH2:1][C:2]1[N:7]=[C:6]([CH2:8][O:9][N:10]=[C:11]([C:14]2[CH:19]=[CH:18][CH:17]=[CH:16][CH:15]=2)/[C:12](=[N:21]/[OH:22])/[NH2:13])[CH:5]=[CH:4][CH:3]=1 |f:1.2,3.4.5,6.7|. Procedure: To a suspension of (2Z)-{[(6-aminopyridin-2-yl)methoxy]imino}(phenyl)acetonitrile (4 g, 15.85 mmol, 1 eq.) in iPrOH/H2O (10/1, 110 ml) were added hydroxylamine hydrochloride (3.30 g, 47.56 mmol, 3 eq.) and potassium carbonate (6.57 g, 47.56 mmol, 3 eq.). The reaction was heated to 80° C. for 6 h and the solvent was evaporated to ¾th. The residue was extracted with EtOAc (3×50 ml) and washed with aq. sat. NaCl. The organics were combined, dried over MgSO4 and concentrated to give (Z)-2-{[(6-amino... Reactants: BrC=1C=C(C=C2C=CC=NC12)[N+](=O)[O-] (8-bromo-6-nitroquinoline), [Cl-].[NH4+] (ammonium chloride), C(C)O (ethanol). The reagents and catalysts are [Fe] (iron). Solvent: O (water). Product: BrC=1C=C(C=C2C=CC=NC12)N (8-bromoquinolin-6-amine). The yield is 47.6%. Reaction SMILES: [Br:1][C:2]1[CH:3]=[C:4]([N+:12]([O-])=O)[CH:5]=[C:6]2[C:11]=1[N:10]=[CH:9][CH:8]=[CH:7]2.[Cl-].[NH4+].C(O)C>[Fe].O>[Br:1][C:2]1[CH:3]=[C:4]([NH2:12])[CH:5]=[C:6]2[C:11]=1[N:10]=[CH:9][CH:8]=[CH:7]2 |f:1.2|. Procedure: To a flask containing 8-bromo-6-nitroquinoline (2.05 g, 8.1 mmol), electrolytic iron (2.26 g, 40.5 mmol) and ammonium chloride (2.25 g, 42.1 mmol) was added ethanol (20 ml) and water (10 ml). The flask was fitted with an efficient reflux condenser and then heated to near reflux (oil bath) for 3 hours. The hot material was then filtered through a plug of celite and rinsed well with hot methanol (100 ml). The solvent was removed. The residue was taken up in ethyl acetate (60 ml) and water (60 ml) ... Reactants: O=C([O-])O, CC(=O)c1cccnc1, CC(=O)O, NNc1ccccc1, [Na+]. Product: CC(=NNc1ccccc1)c1cccnc1. RXN SMILES: [C:18](=[O:19])([OH:20])[O-:21].[C:9]([CH3:10])(=[O:11])[c:12]1[cH:13][n:14][cH:15][cH:16][cH:17]1.[CH3:23][C:24](=[O:25])[OH:26].[NH2:1][NH:2][c:3]1[cH:4][cH:5][cH:6][cH:7][cH:8]1.[Na+:22]>>[N:1]([NH:2][c:3]1[cH:4][cH:5][cH:6][cH:7][cH:8]1)=[C:9]([CH3:10])[c:12]1[cH:13][n:14][cH:15][cH:16][cH:17]1.